describe an organic reaction: reactants, conditions, products, and yield From a dataset of the Open Reaction Database (ORD), a public repository of structured organic reaction records. The reactants are S(=O)([O-])[O-].[Na+].[Na+] (sodium sulfite), C(C)(C)(C)O (tert-butanol), C(C)(C)C1=CC=C(C=C1)C1COC2=C1C(=C(C(=C2C=C)C)NC(CC(C)(C)C)=O)C (N-(3-(4-isopropylphenyl)-4,6-dimethyl-7-vinyl-2,3-dihydro-1-benzofuran-5-yl)-3,3-dimethylbutanamide). The solvent is O (water), C1CCOC1 (THF), O (water). Conditions: temperature 80 celsius, time 3 hour. The product is OC(CO)C1=C(C(=C(C=2C(COC21)C2=CC=C(C=C2)C(C)C)C)NC(CC(C)(C)C)=O)C (N-(7-(1,2-Dihydroxyethyl)-3-(4-isopropylphenyl)-4,6-dimethyl-2,3-dihydro-1-benzofuran-5-yl)-3,3-dimethylbutanamide). Yield: 77.0%. RXN SMILES: [C:1]([OH:5])([CH3:4])([CH3:3])C.[CH:6]([C:9]1[CH:14]=[CH:13][C:12]([CH:15]2[C:19]3[C:20]([CH3:35])=[C:21]([NH:27][C:28](=[O:34])[CH2:29][C:30]([CH3:33])([CH3:32])[CH3:31])[C:22]([CH3:26])=C(C=C)[C:18]=3[O:17][CH2:16]2)=[CH:11][CH:10]=1)([CH3:8])[CH3:7].S([O-])([O-])=[O:37].[Na+].[Na+]>O.C1COCC1>[OH:5][CH:1]([C:4]1[C:18]2[O:17][CH2:16][CH:15]([C:12]3[CH:13]=[CH:14][C:9]([CH:6]([CH3:7])[CH3:8])=[CH:10][CH:11]=3)[C:19]=2[C:20]([CH3:35])=[C:21]([NH:27][C:28](=[O:34])[CH2:29][C:30]([CH3:32])([CH3:33])[CH3:31])[C:22]=1[CH3:26])[CH2:3][OH:37] |f:2.3.4|. Procedure details: To a solution of AD-mix β (4.62 g) in a mixed solvent of water (15 mL), tert-butanol (15 mL) and THF (15 mL) was added with ice-cooling N-(3-(4-isopropylphenyl)-4,6-dimethyl-7-vinyl-2,3-dihydro-1-benzofuran-5-yl)-3,3-dimethylbutanamide (670 mg, 1.65 mmol) obtained in Example 83 and the reaction mixture was stirred at 80° C. for 3 hours. To the reaction solution were added water and sodium sulfite and the resulting mixture was stirred at room temperature for 30 minutes. The product was extracted ... Reagents/catalysts: C=1C=CC(=CC1)[P](C=2C=CC=CC2)(C=3C=CC=CC3)[Pd]([P](C=4C=CC=CC4)(C=5C=CC=CC5)C=6C=CC=CC6)([P](C=7C=CC=CC7)(C=8C=CC=CC8)C=9C=CC=CC9)[P](C=1C=CC=CC1)(C=1C=CC=CC1)C=1C=CC=CC1 (tetrakis(triphenylphosphine)palladium(0)). The solvent is O1CCOCC1 (1,4-dioxane), O (water), [Cl-].[Na+] (sodium chloride). As a reaction SMILES: I[C:2]1[C:10]2[C:9]([N:11]([CH3:13])[CH3:12])=[N:8][CH:7]=[N:6][C:5]=2[N:4]([CH2:14][O:15][CH2:16][CH2:17][Si:18]([CH3:21])([CH3:20])[CH3:19])[CH:3]=1.[OH:22][CH2:23][C:24]1[CH:25]=[C:26](B(O)O)[CH:27]=[CH:28][CH:29]=1.C(=O)([O-])[O-].[Cs+].[Cs+]>O1CCOCC1.O.[Cl-].[Na+].C1C=CC([P]([Pd]([P](C2C=CC=CC=2)(C2C=CC=CC=2)C2C=CC=CC=2)([P](C2C=CC=CC=2)(C2C=CC=CC=2)C2C=CC=CC=2)[P](C2C=CC=CC=2)(C2C=CC=CC=2)C2C=CC=CC=2)(C2C=CC=CC=2)C2C=CC=CC=2)=CC=1>[CH3:12][N:11]([CH3:13])[C:9]1[C:10]2[C:2]([C:28]3[CH:29]=[C:24]([CH2:23][OH:22])[CH:25]=[CH:26][CH:27]=3)=[CH:3][N:4]([CH2:14][O:15][CH2:16][CH2:17][Si:18]([CH3:21])([CH3:20])[CH3:19])[C:5]=2[N:6]=[CH:7][N:8]=1 |f:2.3.4,7.8,^1:51,53,72,91|. Procedure details: A solution of 5-iodo-N,N-dimethyl-7-{[2-(trimethylsilyl)ethoxy]methyl}-7H-pyrrolo[2,3-d]pyrimidin-4-amine (C3) (418 mg, 1.00 mmol), [3-(hydroxymethyl)phenyl]boronic acid (228 mg, 1.50 mmol), tetrakis(triphenylphosphine)palladium(0) (115 mg, 0.100 mmol), and cesium carbonate (625 mg, 1.92 mmol) in 1,4-dioxane (6 mL) and water (1.5 mL) was purged with nitrogen, then heated under microwave irradiation at 120° C. for 20 minutes. The reaction mixture was diluted with saturated aqueous sodium chloride... The reactants are IC1=CN(C=2N=CN=C(C21)N(C)C)COCC[Si](C)(C)C (5-iodo-N,N-dimethyl-7-{[2-(trimethylsilyl)ethoxy]methyl}-7H-pyrrolo[2,3-d]pyrimidin-4-amine), OCC=1C=C(C=CC1)B(O)O ([3-(hydroxymethyl)phenyl]boronic acid), C([O-])([O-])=O.[Cs+].[Cs+] (cesium carbonate). Run at temperature 120 celsius. The product is CN(C=1C2=C(N=CN1)N(C=C2C=2C=C(C=CC2)CO)COCC[Si](C)(C)C)C ({3-[4-(dimethylamino)-7-{[2-(trimethylsilyl)ethoxy]methyl}-7H-pyrrolo[2,3-d]pyrimidin-5-yl]phenyl}methanol). Run at temperature 100 celsius, time 3 hour. Reported procedure: [3-(2-Methoxy-1-methyl-ethoxy)-5-phenoxy-pyridin-2-yl]-thiourea (0.2 mmol) is dissolved in DMF (1 ml) and chloro-acetaldehyde (1.0 eq., 55% in water) is added and stirred three hours at 100° C. After cooling to room temperature the suspension is pored into ice-water and extracted with methyl-tert.-butyl ether. The combined organic phases are washed with brine and dried over MgSO4. The solvent is removed in vacuo. [3-(2-Methoxy-1-methyl-ethoxy)-5-phenoxy-pyridine-2-yl]-thiazole-2-yl-amine (“A28”)... Product: COCC(OC=1C(=NC=C(C1)OC1=CC=CC=C1)NC=1SC=CN1)C ([3-(2-Methoxy-1-methyl-ethoxy)-5-phenoxy-pyridine-2-yl]-thiazole-2-yl-amine). The yield is 46.0%. Run in CN(C)C=O (DMF). As a reaction SMILES: [CH3:1][O:2][CH2:3][CH:4]([CH3:23])[O:5][C:6]1[C:7]([NH:19][C:20]([NH2:22])=[S:21])=[N:8][CH:9]=[C:10]([O:12][C:13]2[CH:18]=[CH:17][CH:16]=[CH:15][CH:14]=2)[CH:11]=1.Cl[CH2:25][CH:26]=O>CN(C=O)C>[CH3:1][O:2][CH2:3][CH:4]([CH3:23])[O:5][C:6]1[C:7]([NH:19][C:20]2[S:21][CH:25]=[CH:26][N:22]=2)=[N:8][CH:9]=[C:10]([O:12][C:13]2[CH:18]=[CH:17][CH:16]=[CH:15][CH:14]=2)[CH:11]=1. Starting materials: ClCC=O (chloro-acetaldehyde), COCC(OC=1C(=NC=C(C1)OC1=CC=CC=C1)NC(=S)N)C ([3-(2-Methoxy-1-methyl-ethoxy)-5-phenoxy-pyridin-2-yl]-thiourea), ice water. Starting materials: CC(=O)O[BH-](OC(C)=O)OC(C)=O, ClCCl, CC(C)(C)OC(=O)N1CCN(c2ccc(OCC3(C)Cn4cc([N+](=O)[O-])nc4O3)cc2)CC1, O=Cc1ccc(OC(F)(F)F)cc1, [Na+], [Na+], O=C(O)C(F)(F)F, O=C([O-])O. Product: CC1(COc2ccc(N3CCN(Cc4ccc(OC(F)(F)F)cc4)CC3)cc2)Cn2cc([N+](=O)[O-])nc2O1. RXN SMILES: [C:54]([O:55][BH-:56]([O:57][C:58](=[O:59])[CH3:60])[O:61][C:62](=[O:63])[CH3:64])(=[O:65])[CH3:66].[CH2:73]([Cl:74])[Cl:75].[CH3:1][C:2]1([CH2:13][O:14][c:15]2[cH:16][cH:17][c:18]([N:21]3[CH2:22][CH2:23][N:24]([C:27]([O:28][C:29]([CH3:30])([CH3:31])[CH3:32])=[O:33])[CH2:25][CH2:26]3)[cH:19][cH:20]2)[CH2:3][n:4]2[c:5]([n:7][c:8]([N+:10](=[O:11])[O-:12])[cH:9]2)[O:6]1.[F:41][C:42]([O:43][c:44]1[cH:45][cH:46][c:47]([CH:48]=[O:49])[cH:50][cH:51]1)([F:52])[F:53].[Na+:67].[Na+:68].[OH:34][C:35]([C:36]([F:37])([F:38])[F:39])=[O:40].[OH:69][C:70](=[O:71])[O-:72]>>[CH3:1][C:2]1([CH2:13][O:14][c:15]2[cH:16][cH:17][c:18]([N:21]3[CH2:22][CH2:23][N:24]([CH2:27][c:47]4[cH:46][cH:45][c:44]([O:43][C:42]([F:41])([F:52])[F:53])[cH:51][cH:50]4)[CH2:25][CH2:26]3)[cH:19][cH:20]2)[CH2:3][n:4]2[c:5]([n:7][c:8]([N+:10](=[O:11])[O-:12])[cH:9]2)[O:6]1. The reactants are O (Water), Cl.FC1=CC(=C(C=C1)C(=COCCN1C[C@@H](CCC1)C(=O)O)C1=C(C=CC=C1)C)C ((R)-1-[2-[[2-(4-Fluoro-2-methylphenyl)-2-(2-methylphenyl)ethenyl]oxy]ethyl]-3-piperidine carboxylic acid hydrochloride), [OH-].[Na+] (sodium hydroxide), [OH-].[Na+] (sodium hydroxide). The solvent is C(C)O (ethanol). Reaction conditions: time 2 hour. Product: Cl.FC1=CC(=C(C=C1)C(=COCCN1CC(=CCC1)C(=O)O)C1=C(C=CC=C1)C)C (1-[2-[[2-(4-Fluoro-2-methylphenyl)-2-(2-methyl-phenyl)ethenyl]oxy]ethyl]-1,2,5,6-tetrahydro-3-pyridine carboxylic acid hydrochloride). RXN SMILES: [ClH:1].[F:2][C:3]1[CH:8]=[CH:7][C:6]([C:9]([C:23]2[CH:28]=[CH:27][CH:26]=[CH:25][C:24]=2[CH3:29])=[CH:10][O:11][CH2:12][CH2:13][N:14]2[CH2:19][CH2:18][CH2:17][C@@H:16]([C:20]([OH:22])=[O:21])[CH2:15]2)=[C:5]([CH3:30])[CH:4]=1.[OH-].[Na+].O>C(O)C>[ClH:1].[F:2][C:3]1[CH:8]=[CH:7][C:6]([C:9]([C:23]2[CH:28]=[CH:27][CH:26]=[CH:25][C:24]=2[CH3:29])=[CH:10][O:11][CH2:12][CH2:13][N:14]2[CH2:19][CH2:18][CH:17]=[C:16]([C:20]([OH:22])=[O:21])[CH2:15]2)=[C:5]([CH3:30])[CH:4]=1 |f:0.1,2.3,6.7|. Procedure details: 1-[2-[[2-(4-Fluoro-2-methylphenyl)-2-(2-methyl-phenyl)ethenyl]oxy]ethyl]-1,2,5,6-tetrahydro-3-pyridine carboxylic acid methyl ester (0.74 g, 0.0018 mol) (prepared as described in Method C) was dissolved in ethanol (15 ml) and 10N sodium hydroxide solution (1.8 ml) was introduced. After stirring the reaction mixture for 2 h at room temperature TLC indicated that saponification was incomplete, so further 10 N sodium hydroxide solution (1.8 ml) was added, and the reaction mixture was heated for 10 ... The reactants are C([O-])([O-])=O.[K+].[K+] (Potassium carbonate), C(=O)NC1=C(C(=C(C=C1C)O)C)C (4-formylamino-2,3,5-trimethylphenol), C(C(C)=C)Cl (methallyl chloride). Solvent: CN(C=O)C (dimethylformamide). Conditions: temperature 80 celsius, time 3 hour. Yields the product C(=O)NC1=C(C(=C(C=C1C)OCC(=C)C)C)C (4-Formylamino-2,3,5-trimethyl-1-(2-methyl-2-propenyloxy)benzene). The yield is 71.4%. As a reaction SMILES: C(=O)([O-])[O-].[K+].[K+].[CH:7]([NH:9][C:10]1[C:15]([CH3:16])=[CH:14][C:13]([OH:17])=[C:12]([CH3:18])[C:11]=1[CH3:19])=[O:8].[CH2:20](Cl)[C:21](=[CH2:23])[CH3:22]>CN(C)C=O>[CH:7]([NH:9][C:10]1[C:15]([CH3:16])=[CH:14][C:13]([O:17][CH2:22][C:21]([CH3:23])=[CH2:20])=[C:12]([CH3:18])[C:11]=1[CH3:19])=[O:8] |f:0.1.2|. Reported procedure: Potassium carbonate (74.0 g, 0.54 mol) was added to a solution of 4-formylamino-2,3,5-trimethylphenol (85.5 g, 0.48 mol) and methallyl chloride (45.3 g, 0.5 mol) in dimethylformamide (300 ml) and the mixture was stirred at 80° C. for 3 hours under an argon atmosphere. The reaction mixture was poured into ice-cold water. Crystals precipitated were filtered, washed with water and dried. The crude crystals obtained were recrystallized from isopropyl ether to obtain the desired compound (80.0 g, yie...